This data is from the Open Reaction Database (ORD), a public repository of structured organic reaction records. The task is: describe an organic reaction: reactants, conditions, products, and yield The reactants are O=C(O)Cc1ccccc1OCc1ccc(F)cc1, [H-], Nc1nc(=S)ss1, [Na+], C1CCOC1, O, c1c[nH]cn1. Product: O=C(Cc1ccccc1OCc1ccc(F)cc1)Nc1nc(=S)ss1. As a reaction SMILES: [F:1][c:2]1[cH:3][cH:4][c:5]([CH2:6][O:7][c:8]2[c:9]([CH2:14][C:15](=[O:16])[OH:17])[cH:10][cH:11][cH:12][cH:13]2)[cH:18][cH:19]1.[H-:25].[NH2:27][c:28]1[s:29][s:30][c:31](=[S:33])[n:32]1.[Na+:26].[O:34]1[CH2:35][CH2:36][CH2:37][CH2:38]1.[OH2:39].[nH:20]1[cH:21][cH:22][n:23][cH:24]1>>[F:1][c:2]1[cH:3][cH:4][c:5]([CH2:6][O:7][c:8]2[c:9]([CH2:14][C:15](=[O:16])[NH:27][c:28]3[s:29][s:30][c:31](=[S:33])[n:32]3)[cH:10][cH:11][cH:12][cH:13]2)[cH:18][cH:19]1. Reactants: [N+](=O)([O-])C1=C(C(C#N)=CC=C1)C#N (3-nitrophthalonitrile), C([O-])([O-])=O.[K+].[K+] (potassium carbonate), CN1CCNCC1 (N-methylpiperazine). The solvent is O (water). Product: CN1CCN(CC1)C1=C(C(C#N)=CC=C1)C#N (3-(N-methylpiperazino)phthalonitrile). The yield is 54.0%. RXN SMILES: [N+:1]([C:4]1[CH:11]=[CH:10][CH:9]=[C:6]([C:7]#[N:8])[C:5]=1[C:12]#[N:13])([O-])=O.C(=O)([O-])[O-].[K+].[K+].[CH3:20][N:21]1[CH2:26][CH2:25]N[CH2:23][CH2:22]1>O>[CH3:20][N:21]1[CH2:26][CH2:25][N:1]([C:4]2[CH:11]=[CH:10][CH:9]=[C:6]([C:7]#[N:8])[C:5]=2[C:12]#[N:13])[CH2:23][CH2:22]1 |f:1.2.3|. Procedure: A mixture of 3-nitrophthalonitrile (2.121 g, 12.3 mmol), freshly dried potassium carbonate (5.45 g, 39 mmol) and N-methylpiperazine (12 mL) were heated at reflux for 2 h. The reaction mixture was poured into water (200 mL) to precipitate the product, which was filtered off and washed with water to give 5 as a beige powder (1.59 g, 54%).